This data is from the Open Reaction Database (ORD), a public repository of structured organic reaction records. The task is: describe an organic reaction: reactants, conditions, products, and yield The reactants are CC(=C[C@@H]1[C@@H](C1(C)C)C(=O)O)C ((-)-cis-chrysanthemic acid), O (water). Reagents/catalysts: [Br-].[Al+3].[Br-].[Br-] (aluminum bromide), C(C)(C)(C)OO (t-butyl hydroperoxide). Solvent: O1CCOCC1 (dioxane), O1CCOCC1 (dioxane). Reaction conditions: time 30 minute. Yields the product CC(=CC1C(C1(C)C)C(=O)O)C (chrysanthemic acid). Isolated yield 95.5%. As a reaction SMILES: [CH3:1][C:2]([CH3:12])=[CH:3][C@H:4]1[C:6]([CH3:8])([CH3:7])[C@H:5]1[C:9]([OH:11])=[O:10].O>O1CCOCC1.C(OO)(C)(C)C.[Br-].[Al+3].[Br-].[Br-]>[CH3:1][C:2]([CH3:12])=[CH:3][CH:4]1[C:6]([CH3:7])([CH3:8])[CH:5]1[C:9]([OH:11])=[O:10] |f:4.5.6.7|. Procedure: In a 50 ml flask, there were charged (-)-cis-chrysanthemic acid (2.0 g), dioxane (17.5) and t-butyl hydroperoxide (0.011 g) under nitrogen. A solution of aluminum bromide (0.032 g) in dioxane (0.5 g) was added thereto at 15°-20° C. with stirring. After 30 minutes, water (0.5 g) was added to the reaction mixture with stirring. The reaction mixture was treated in the same manner as described in Example 1 and 1.91 g of chrysanthemic acid was obtained. The composition was as follows: (+)-cis, 3.3%; ... Reactants: Cc1ccc(-n2nc(C(C)(C)C)cc2N)c(C)c1, O=C(Cl)Oc1ccccc1, ClCCl, [K+], [K+], O=C([O-])[O-]. The product is Cc1ccc(-n2nc(C(C)(C)C)cc2NC(=O)Oc2ccccc2)c(C)c1. RXN SMILES: [C:1]([CH3:2])([CH3:3])([CH3:4])[c:5]1[n:6][n:7](-[c:11]2[c:12]([CH3:18])[cH:13][c:14]([CH3:17])[cH:15][cH:16]2)[c:8]([NH2:10])[cH:9]1.[Cl:25][C:26](=[O:27])[O:28][c:29]1[cH:30][cH:31][cH:32][cH:33][cH:34]1.[Cl:35][CH2:36][Cl:37].[K+:19].[K+:20].[O-:21][C:22]([O-:23])=[O:24]>>[C:1]([CH3:2])([CH3:3])([CH3:4])[c:5]1[n:6][n:7](-[c:11]2[c:12]([CH3:18])[cH:13][c:14]([CH3:17])[cH:15][cH:16]2)[c:8]([NH:10][C:26](=[O:27])[O:28][c:29]2[cH:30][cH:31][cH:32][cH:33][cH:34]2)[cH:9]1. Reactants: C1(CCCCC1)C1=C(N)C(=CC(=C1)OC1=CC=CC=C1)C(C)C (2-cyclohexyl-4-phenoxy-6-isopropylaniline), C(=S)(Cl)Cl (thiophosgene), O (water), C([O-])([O-])=O.[Ca+2] (calcium carbonate). Run in ClCCl (dichloromethane), ClCCl (dichloromethane). Conditions: time 5 hour. The product is C1(CCCCC1)C1=C(C(=CC(=C1)OC1=CC=CC=C1)C(C)C)N=C=S (2-Cyclohexyl-4-phenoxy-6-isopropylphenylisothiocyanate). Reaction SMILES: [CH:1]1([C:7]2[CH:13]=[C:12]([O:14][C:15]3[CH:20]=[CH:19][CH:18]=[CH:17][CH:16]=3)[CH:11]=[C:10]([CH:21]([CH3:23])[CH3:22])[C:8]=2[NH2:9])[CH2:6][CH2:5][CH2:4][CH2:3][CH2:2]1.[C:24](Cl)(Cl)=[S:25].O.C(=O)([O-])[O-].[Ca+2]>ClCCl>[CH:1]1([C:7]2[CH:13]=[C:12]([O:14][C:15]3[CH:20]=[CH:19][CH:18]=[CH:17][CH:16]=3)[CH:11]=[C:10]([CH:21]([CH3:23])[CH3:22])[C:8]=2[N:9]=[C:24]=[S:25])[CH2:2][CH2:3][CH2:4][CH2:5][CH2:6]1 |f:3.4|. Procedure details: A solution of 7.0 g of 2-cyclohexyl-4-phenoxy-6-isopropylaniline in 20 ml of dichloromethane is added dropwise, with efficient stirring, to 3.1 g of thiophosgene, 40 ml of dichloromethane, 20 ml of water and 5.0 g of ground calcium carbonate. The reaction mixture is stirred for 5 hours under reflux, then cooled and filtered over kieselguhr. The organic phase is separated, washed with water, dried over sodium sulfate and the solvent is removed under vacuum. The title compound of formula ##STR10##... Starting materials: ClC=1C=C(C=CC1Cl)SCCOS(=O)(=O)C (methanesulfonic acid[2-[(3,4-dichlorophenyl)thio]ethyl]ester), C(C)(C)N (isopropylamine). The product is Cl.ClC=1C=C(C=CC1Cl)SCCNC(C)C (N-[2-[(3,4-Dichlorophenyl)thio]ethyl]-2-propanamine, hydrochloride). As a reaction SMILES: [Cl:1][C:2]1[CH:3]=[C:4]([S:9][CH2:10][CH2:11]OS(C)(=O)=O)[CH:5]=[CH:6][C:7]=1[Cl:8].[CH:17]([NH2:20])([CH3:19])[CH3:18]>>[ClH:1].[Cl:1][C:2]1[CH:3]=[C:4]([S:9][CH2:10][CH2:11][NH:20][CH:17]([CH3:19])[CH3:18])[CH:5]=[CH:6][C:7]=1[Cl:8] |f:2.3|. Procedure details: A solution of 151.46 g (0.548 mole) of methanesulfonic acid[2-[(3,4-dichlorophenyl)thio]ethyl]ester in 100 ml of isopropylamine was heated overnight in a bomb at 100° C. The isopropylamine was removed in a rotary evaporator and the residue partitioned between chloroform and 5% sodium hydroxide. The chloroform was removed by rotary evaporator to give an oil, the free base of the title compound. The oil was dissolved in methanol and converted to the hydrochloride salt with ethereal hydrogen chlori... Reactants: NCC(=O)O (glycine), C(C)O.O (ethyl alcohol water), [N+](=O)([O-])C1=CC=C(C=C1)COC(OC1=CC=C(C=C1)[N+](=O)[O-])=O (Carbonic acid 4-Nitrophenyl (4-Nitrophenyl)methyl Ester). The solvent is C(C)N(CC)CC (triethylamine), 80. Conditions: time 8 hour. The product is [N+](=O)([O-])C1=CC=C(C=C1)COC(=O)NCC(=O)O (N-[[(4-Nitrophenyl)methoxy]carbonyl]glycine). Isolated yield 55.7%. As a reaction SMILES: [NH2:1][CH2:2][C:3]([OH:5])=[O:4].C(O)C.O.[N+:10]([C:13]1[CH:18]=[CH:17][C:16]([CH2:19][O:20][C:21](=O)[O:22]C2C=CC([N+]([O-])=O)=CC=2)=[CH:15][CH:14]=1)([O-:12])=[O:11]>C(N(CC)CC)C>[N+:10]([C:13]1[CH:14]=[CH:15][C:16]([CH2:19][O:20][C:21]([NH:1][CH2:2][C:3]([OH:5])=[O:4])=[O:22])=[CH:17][CH:18]=1)([O-:12])=[O:11] |f:1.2|. Procedure: One and one half grams of glycine is slurried in 235 ml of a 80/20 minute of ethyl alcohol/water. To this is added 5.6 ml of triethylamine, solution occurs, followed by 6.36 g of product from Example 254. A precipitate forms and the reaction is stirred overnight at room temperature. The reaction mixture is concentrated in vacuo. The resulting oil is dissolved in water and ethyl alcohol, the pH is adjusted to 1.5 with concentrated hydrochloric acid and the volume is reduced. The reaction mixture ... Reaction SMILES: Br[C:2]1[C:7]([CH3:8])=[CH:6][CH:5]=[CH:4][C:3]=1[CH3:9].Cl.[NH:11]1[CH2:15][CH2:14][CH:13]([CH2:16][OH:17])[CH2:12]1.C1(P(C2CCCCC2)C2C=CC=CC=2C2C(OC)=CC=CC=2OC)CCCCC1.C[Si](C)(C)[N-][Si](C)(C)C.[Li+].O.C(=O)(O)[O-].[Na+]>O1CCCC1.[Pd].C(=CC(C=CC1C=CC=CC=1)=O)C1C=CC=CC=1.C(=CC(C=CC1C=CC=CC=1)=O)C1C=CC=CC=1.C(OCC)(=O)C>[CH3:9][C:3]1[CH:4]=[CH:5][CH:6]=[C:7]([CH3:8])[C:2]=1[N:11]1[CH2:15][CH2:14][CH:13]([CH2:16][OH:17])[CH2:12]1 |f:1.2,4.5,6.7.8,10.11.12|. Reactants: O.C([O-])(O)=O.[Na+] (sodium bicarbonate water), C[Si]([N-][Si](C)(C)C)(C)C.[Li+] (lithium hexamethyldisilazide), BrC1=C(C=CC=C1C)C (2-bromo-1,3-dimethylbenzene), Cl.N1CC(CC1)CO (pyrrolidine-3-yl methanol hydrochloride), C1(CCCCC1)P(C1=C(C=CC=C1)C1=C(C=CC=C1OC)OC)C1CCCCC1 (2-dicyclohexylphosphino-2′,6′-dimethoxybiphenyl), 4A. Reagents/catalysts: [Pd].C(C1=CC=CC=C1)=CC(=O)C=CC1=CC=CC=C1.C(C1=CC=CC=C1)=CC(=O)C=CC1=CC=CC=C1 (bis(dibenzylideneacetone) palladium). Reported procedure: To a solution of 2-bromo-1,3-dimethylbenzene (500 mg), pyrrolidine-3-yl methanol hydrochloride (409 mg), bis(dibenzylideneacetone) palladium (155 mg), and 2-dicyclohexylphosphino-2′,6′-dimethoxybiphenyl (SPhos; 222 mg) in tetrahydrofuran (5 mL), molecular sieves 4A (powder; 410 mg) were added. To the mixed solution, a solution (8.9 mL) of 1.0 M lithium hexamethyldisilazide in tetrahydrofuran was added, and the resultant reaction mixture was heated and refluxed for 2.5 hours. To the reaction solu... Solvent: C(C)(=O)OCC (ethyl acetate), O1CCCC1 (tetrahydrofuran), O1CCCC1 (tetrahydrofuran). Isolated yield 27.8%. Product: CC1=C(C(=CC=C1)C)N1CC(CC1)CO ((1-(2,6-dimethylphenyl)pyrrolidin-3-yl)methanol).